From a dataset of the Open Reaction Database (ORD), a public repository of structured organic reaction records. describe an organic reaction: reactants, conditions, products, and yield The reactants are OCCCBr, CCCCCC, CCOC(C)=O, CC#N, [K+], [K+], O=C([O-])[O-], COC(=O)c1ccc(OC)c(O)c1. The product is COC(=O)c1ccc(OC)c(OCCCO)c1. Reaction SMILES: [Br:14][CH2:15][CH2:16][CH2:17][OH:18].[CH3:25][CH2:26][CH2:27][CH2:28][CH2:29][CH3:30].[CH3:31][CH2:32][O:33][C:34]([CH3:35])=[O:36].[CH3:37][C:38]#[N:39].[K+:19].[K+:20].[O-:21][C:22]([O-:23])=[O:24].[OH:1][c:2]1[cH:3][c:4]([C:5](=[O:6])[O:7][CH3:8])[cH:9][cH:10][c:11]1[O:12][CH3:13]>>[O:1]([c:2]1[cH:3][c:4]([C:5](=[O:6])[O:7][CH3:8])[cH:9][cH:10][c:11]1[O:12][CH3:13])[CH2:15][CH2:16][CH2:17][OH:18].